Dataset: the Open Reaction Database (ORD), a public repository of structured organic reaction records. Task: describe an organic reaction: reactants, conditions, products, and yield Reported procedure: This compound was made in a similar manner to Example 89 Step 8 using 1-(4-(difluoromethoxy)phenyl)-2-m-tolylethane-1,2-dione (1.45 g, 5.0 mmol) from the previous step, 1-methylguanidine hydrochloride (821 mg, 7.5 mmol), Na2CO3 (795 mg, 7.5 mmol), and EtOH (10 mL) to provide 1.04 g, 60%, of the title compound as a beige foam. Starting materials: FC(OC1=CC=C(C=C1)C(C(=O)C=1C=C(C=CC1)C)=O)F (1-(4-(difluoromethoxy)phenyl)-2-m-tolylethane-1,2-dione), CCO (EtOH), Cl.CNC(=N)N (1-methylguanidine hydrochloride), C(=O)([O-])[O-].[Na+].[Na+] (Na2CO3). Yields the product NC1=NC(C(N1C)=O)(C1=CC(=CC=C1)C)C1=CC=C(C=C1)OC(F)F (2-Amino-5-[4-(difluoromethoxy)phenyl]-3-methyl-5-(3-methylphenyl)-3,5-dihydro-4H-imidazol-4-one). Reaction SMILES: [F:1][CH:2]([F:21])[O:3][C:4]1[CH:9]=[CH:8][C:7]([C:10](=O)[C:11]([C:13]2[CH:14]=[C:15](C)[CH:16]=[CH:17]C=2)=O)=[CH:6][CH:5]=1.Cl.[CH3:23][NH:24][C:25]([NH2:27])=[NH:26].[C:28]([O-:31])([O-])=O.[Na+].[Na+].[CH3:34]CO>>[NH2:26][C:25]1[N:24]([CH3:23])[C:28](=[O:31])[C:10]([C:7]2[CH:6]=[CH:5][C:4]([O:3][CH:2]([F:1])[F:21])=[CH:9][CH:8]=2)([C:11]2[CH:13]=[CH:14][CH:15]=[C:16]([CH3:17])[CH:34]=2)[N:27]=1 |f:1.2,3.4.5|. Reactants: BrC(Br)(Br)Br, O=C([O-])O, CCC(CC)n1cc(CCCCO)c(=O)c2cc(F)c(NC3CCCCC3)cc21, ClCCCl, [Na+], c1ccc(P(c2ccccc2)c2ccccc2)cc1. The product is CCC(CC)n1cc(CCCCBr)c(=O)c2cc(F)c(NC3CCCCC3)cc21. Reaction SMILES: [C:49]([Br:50])([Br:51])([Br:52])[Br:53].[C:54](=[O:55])([O-:56])[OH:57].[CH:1]1([NH:7][c:8]2[c:9]([F:29])[cH:10][c:11]3[c:12](=[O:28])[c:13]([CH2:23][CH2:24][CH2:25][CH2:26][OH:27])[cH:14][n:15]([CH:18]([CH2:19][CH3:20])[CH2:21][CH3:22])[c:16]3[cH:17]2)[CH2:2][CH2:3][CH2:4][CH2:5][CH2:6]1.[Cl:59][CH2:60][CH2:61][Cl:62].[Na+:58].[c:30]1([P:31]([c:32]2[cH:33][cH:34][cH:35][cH:36][cH:37]2)[c:38]2[cH:39][cH:40][cH:41][cH:42][cH:43]2)[cH:44][cH:45][cH:46][cH:47][cH:48]1>>[CH:1]1([NH:7][c:8]2[c:9]([F:29])[cH:10][c:11]3[c:12](=[O:28])[c:13]([CH2:23][CH2:24][CH2:25][CH2:26][Br:50])[cH:14][n:15]([CH:18]([CH2:19][CH3:20])[CH2:21][CH3:22])[c:16]3[cH:17]2)[CH2:2][CH2:3][CH2:4][CH2:5][CH2:6]1. Reactants: CC1=C(C=CC=C1COC1=CC2=C([C@@H](CO2)CC(=O)OC)C=C1)C1=C(C=C(C=C1C)O[C@@H]1COCC1)C (methyl 2-((S)-6-((2,2′,6′-trimethyl-4′-(((S)-tetrahydrofuran-3-yl)oxy)biphenyl-3-yl)methoxy)-2,3-dihydrobenzofuran-3-yl)acetate), [OH-].[Li+] (lithium hydroxide). Solvent: mixture, O1CCCC1 (tetrahydrofuran), CO (methanol). Conditions: time 2 hour. The product is CC1=C(C=CC=C1COC1=CC2=C([C@@H](CO2)CC(=O)O)C=C1)C1=C(C=C(C=C1C)O[C@@H]1COCC1)C (2-((S)-6-((2,2′,6′-trimethyl-4′-(((S)— tetrahydrofuran-3-yl)oxy)biphenyl-3-yl)methoxy)-2,3-dihydrobenzofuran-3-yl)acetic acid). Isolated yield 81.9%. As a reaction SMILES: [CH3:1][C:2]1[C:7]([CH2:8][O:9][C:10]2[CH:23]=[CH:22][C:13]3[C@H:14]([CH2:17][C:18]([O:20]C)=[O:19])[CH2:15][O:16][C:12]=3[CH:11]=2)=[CH:6][CH:5]=[CH:4][C:3]=1[C:24]1[C:29]([CH3:30])=[CH:28][C:27]([O:31][C@H:32]2[CH2:36][CH2:35][O:34][CH2:33]2)=[CH:26][C:25]=1[CH3:37].[OH-].[Li+]>O1CCCC1.CO>[CH3:1][C:2]1[C:7]([CH2:8][O:9][C:10]2[CH:23]=[CH:22][C:13]3[C@H:14]([CH2:17][C:18]([OH:20])=[O:19])[CH2:15][O:16][C:12]=3[CH:11]=2)=[CH:6][CH:5]=[CH:4][C:3]=1[C:24]1[C:25]([CH3:37])=[CH:26][C:27]([O:31][C@H:32]2[CH2:36][CH2:35][O:34][CH2:33]2)=[CH:28][C:29]=1[CH3:30] |f:1.2|. Procedure details: Methyl 2-((S)-6-((2,2′,6′-trimethyl-4′-(((S)-tetrahydrofuran-3-yl)oxy)biphenyl-3-yl)methoxy)-2,3-dihydrobenzofuran-3-yl)acetate 12f (100 mg, 0.20 mmol) was dissolved in 4 mL of a mixture of the solvents tetrahydrofuran and methanol (V/V=1:1), followed by addition of 2M aqueous lithium hydroxide solution (1 mL, 2 mmol). The reaction solution was stirred for 2 hours. The resulting solution was concentrated under reduced pressure. The residue was mixed with 10 mL of water, 1M hydrochloric acid was ... Starting materials: BrC1=CC(=C(C(=O)OC)C=C1)CC (methyl 4-bromo-2-ethylbenzoate), BrC1=CC(=C(C(=O)OC)C=C1)CC (methyl 4-bromo-2-ethylbenzoate), C1(CCC1)[Mg]Br (cyclobutylmagnesium bromide). The reagents and catalysts are [Zn+2].[Br-].[Br-] (ZnBr2), C1=CC=C(C=C1)P([C-]2C=CC=C2)C3=CC=CC=C3.C1=CC=C(C=C1)P([C-]2C=CC=C2)C3=CC=CC=C3.Cl[Pd]Cl.[Fe+2] (Pd(dppf)Cl2). Run in O1CCCC1 (tetrahydrofuran), C1CCOC1 (THF). Run at temperature 0 celsius, time 0.5 hour. The product is C1(CCC1)C1=CC(=C(C(=O)OC)C=C1)CC (Methyl 4-cyclobutyl-2-ethylbenzoate). The yield is 99.0%. RXN SMILES: [CH:1]1([Mg]Br)[CH2:4][CH2:3][CH2:2]1.Br[C:8]1[CH:17]=[CH:16][C:11]([C:12]([O:14][CH3:15])=[O:13])=[C:10]([CH2:18][CH3:19])[CH:9]=1>C1COCC1.[Zn+2].[Br-].[Br-].C1C=CC(P(C2C=CC=CC=2)[C-]2C=CC=C2)=CC=1.C1C=CC(P(C2C=CC=CC=2)[C-]2C=CC=C2)=CC=1.Cl[Pd]Cl.[Fe+2]>[CH:1]1([C:8]2[CH:17]=[CH:16][C:11]([C:12]([O:14][CH3:15])=[O:13])=[C:10]([CH2:18][CH3:19])[CH:9]=2)[CH2:4][CH2:3][CH2:2]1 |f:3.4.5,6.7.8.9|. Reported procedure: To a stirred mixture of ZnBr2 (33.5 g, 149 mmol, 4.00 equiv) in THF (350 mL) under nitrogen at 0° C. was added dropwise a solution of cyclobutylmagnesium bromide (148 mmol in 50 mL THF). After stirring at 0° C. for 0.5 h, the temperature was lowered to −78° C. and Pd(dppf)Cl2 (2.00 g, 2.73 mmol, 0.07 equiv) was added followed by the addition of a solution of methyl 4-bromo-2-ethylbenzoate (compound 181.2, 9.00 g, 37.0 mmol, 1.00 equiv) in tetrahydrofuran (10 mL) dropwise at the same temperature....